Dataset: the Open Reaction Database (ORD), a public repository of structured organic reaction records. Task: describe an organic reaction: reactants, conditions, products, and yield Reactants: COCCOC, CS(=O)c1nc(N)nc(-c2ccco2)c1C#N, Cc1cccc(C)c1NCCN. Yields the product Cc1cccc(C)c1NCCNc1nc(N)nc(-c2ccco2)c1C#N. RXN SMILES: [CH3:30][O:31][CH2:32][CH2:33][O:34][CH3:35].[NH2:1][c:2]1[n:3][c:4]([S:15]([CH3:16])=[O:17])[c:5]([C:13]#[N:14])[c:6](-[c:8]2[o:9][cH:10][cH:11][cH:12]2)[n:7]1.[c:18]1([NH:26][CH2:27][CH2:28][NH2:29])[c:19]([CH3:25])[cH:20][cH:21][cH:22][c:23]1[CH3:24]>>[NH2:1][c:2]1[n:3][c:4]([NH:29][CH2:28][CH2:27][NH:26][c:18]2[c:19]([CH3:25])[cH:20][cH:21][cH:22][c:23]2[CH3:24])[c:5]([C:13]#[N:14])[c:6](-[c:8]2[o:9][cH:10][cH:11][cH:12]2)[n:7]1. Starting materials: NC=1C=C(C(=O)C2=CC=C3CC(NC3=C2)=O)C=CC1 (6-(3-Amino-benzoyl)-1,3-dihydro-indol-2-one), acid chloride, C(C)N1N=C(C=C1C(=O)O)C (2-Ethyl-5-methyl-2H-pyrazole-3-carboxylic acid), S(=O)(Cl)Cl (thionyl chloride). Run in C1CCOC1 (THF). Run at temperature 79 celsius, time 2 hour. Yields the product O=C1NC2=CC(=CC=C2C1)C(=O)C=1C=C(C=CC1)NC(=O)C=1N(N=C(C1)C)CC (2-Ethyl-5-methyl-2H-pyrazole-3-carboxylic acid [3-(2-oxo-2,3-dihydro-1H-indole-6-carbonyl)-phenyl]-amide). Yield: 87.9%. Reaction SMILES: [CH2:1]([N:3]1[C:7]([C:8]([OH:10])=O)=[CH:6][C:5]([CH3:11])=[N:4]1)[CH3:2].S(Cl)(Cl)=O.[NH2:16][C:17]1[CH:18]=[C:19]([CH:32]=[CH:33][CH:34]=1)[C:20]([C:22]1[CH:30]=[C:29]2[C:25]([CH2:26][C:27](=[O:31])[NH:28]2)=[CH:24][CH:23]=1)=[O:21]>C1COCC1>[O:31]=[C:27]1[CH2:26][C:25]2[C:29](=[CH:30][C:22]([C:20]([C:19]3[CH:18]=[C:17]([NH:16][C:8]([C:7]4[N:3]([CH2:1][CH3:2])[N:4]=[C:5]([CH3:11])[CH:6]=4)=[O:10])[CH:34]=[CH:33][CH:32]=3)=[O:21])=[CH:23][CH:24]=2)[NH:28]1. Reported procedure: A dry 25 mL flask was charged with 2-Ethyl-5-methyl-2H-pyrazole-3-carboxylic acid (0.891 g, 5.16 mmol) and thionyl chloride (15 mL) and allowed to stir at 79° C. for 2 h. The thionyl chloride was then removed by concentration in vacuo. The crude acid chloride was cooled to room temperature, and then dissolved in THF (5 mL). 6-(3-Amino-benzoyl)-1,3-dihydro-indol-2-one (as prepared in Example 40, 1.0 g, 3.97 mmol) was added to the THF solution of the acid chloride, and the mixture was allowed to r... The reactants are ClC1C=2C=CC=CC2C=2NC(C(NC21)=O)=O (9-Chloro-9H-indeno[1,2-b]pyrazine-2,3(1H,4H)-dione), CN1CCNCC1 (N-Methylpiperazine). Solvent: C(C)O (ethanol), O1CCCC1 (tetrahydrofuran), O1CCCC1 (tetrahydrofuran). Run at time 20 hour. The product is CN1CCN(CC1)C1C=2C=CC=CC2C=2NC(C(NC21)=O)=O (9-(4-Methyl-1-piperazinyl)-9H-indeno[1,2-b]pyrazine-2,3(1H, 4H)-dione). Yield: 38.3%. Reaction SMILES: Cl[CH:2]1[C:14]2[NH:13][C:12](=[O:15])[C:11](=[O:16])[NH:10][C:9]=2[C:8]2[CH:7]=[CH:6][CH:5]=[CH:4][C:3]1=2.[CH3:17][N:18]1[CH2:23][CH2:22][NH:21][CH2:20][CH2:19]1>O1CCCC1.C(O)C>[CH3:17][N:18]1[CH2:23][CH2:22][N:21]([CH:2]2[C:14]3[NH:13][C:12](=[O:15])[C:11](=[O:16])[NH:10][C:9]=3[C:8]3[CH:7]=[CH:6][CH:5]=[CH:4][C:3]2=3)[CH2:20][CH2:19]1. Reported procedure: 9-Chloro-9H-indeno[1,2-b]pyrazine-2,3(1H,4H)-dione (1.50 g, 6.39 mmol) was suspended in 15 ml of dry tetrahydrofuran, while cooling in an ice bath. N-Methylpiperazine (1.42 ml, 12.78 mmol) dissolved in 3 ml of dry tetrahydrofuran was added over 20 min, and the ice bath was removed and stirring was continued for 20 hours at room temperature. The precipitate was filtered off and washed with tetrahydrofuran and dried to give 2.42 g of a remanence, which was dissolved in 100 ml of boiling ethanol, a... Reaction SMILES: [F:1][C:2]1[CH:3]=[C:4]([C:8]2[CH:9]=[C:10](Cl)[C:11]([C:14]#[N:15])=[N:12][CH:13]=2)[CH:5]=[CH:6][CH:7]=1.C[O-].[Na+].CO.CCCCCC.[C:28](OCC)(=[O:30])C>O>[F:1][C:2]1[CH:3]=[C:4]([C:8]2[CH:9]=[C:10]([O:30][CH3:28])[C:11]([C:14]#[N:15])=[N:12][CH:13]=2)[CH:5]=[CH:6][CH:7]=1 |f:1.2,4.5|. The reactants are FC=1C=C(C=CC1)C=1C=C(C(=NC1)C#N)Cl (5-(3-fluorophenyl)-3-chloro-2-cyanopyridine), C[O-].[Na+] (sodium methoxide), CO (methanol), FC=1C=C(C=CC1)C=1C=C(C(=NC1)C#N)Cl (5-(3-fluorophenyl)-3-chloro-2-cyanopyridine), CCCCCC.C(C)(=O)OCC (hexane ethyl acetate). The solvent is O (water). Product: FC=1C=C(C=CC1)C=1C=C(C(=NC1)C#N)OC (5-(3-fluorophenyl)-3-methoxy-2-cyanopyridine). Procedure: To a 500 mL round bottom flask adapted for magnetic stirring and fitted with a reflux condenser and nitrogen inlet is charged 5-(3-fluorophenyl)-3-chloro-2-cyanopyridine, 8, (9.28 g, 40 mmol), sodium methoxide (13.8 mL, 60 mmol) and methanol (200 mL). With stirring, the reaction solution is heated to reflux for 20 hours. The reaction can be determined to be complete due to the disappearance of 5-(3-fluorophenyl)-3-chloro-2-cyanopyridine as measured by TLC analysis using hexane/ethyl acetate (6:3...